Dataset: the Open Reaction Database (ORD), a public repository of structured organic reaction records. Task: describe an organic reaction: reactants, conditions, products, and yield Reactants: SCc1ccccc1, CC12C=CC(=O)C=C1CCC1C2CCC2(C)C(OS(C)(=O)=O)CCC12, CCO, [Na+], [Na], [OH-]. Yields the product CC12C=CC(=O)C=C1CCC1C2CCC2(C)C(SCc3ccccc3)CCC12. As a reaction SMILES: [CH2:2]([c:3]1[cH:4][cH:5][cH:6][cH:7][cH:8]1)[SH:9].[CH3:10][S:11]([O:12][CH:15]1[C:16]2([CH3:17])[CH:18]([CH2:19][CH2:20]1)[CH:21]1[CH2:22][CH2:23][C:24]3=[CH:25][C:26](=[O:34])[CH:27]=[CH:28][C:29]3([CH3:30])[CH:31]1[CH2:32][CH2:33]2)(=[O:13])=[O:14].[CH3:37][CH2:38][OH:39].[Na+:36].[Na:1].[OH-:35]>>[CH2:2]([c:3]1[cH:4][cH:5][cH:6][cH:7][cH:8]1)[S:9][CH:15]1[C:16]2([CH3:17])[CH:18]([CH2:19][CH2:20]1)[CH:21]1[CH2:22][CH2:23][C:24]3=[CH:25][C:26](=[O:34])[CH:27]=[CH:28][C:29]3([CH3:30])[CH:31]1[CH2:32][CH2:33]2. Reactants: COC=1C=C(CC2N(CCCC3=C2C=C(C(=C3)OC)OC)C(C(=O)O)C3=CC=CC=C3)C=CC1OC ([1-(3,4-dimethoxy-benzyl)-7,8-dimethoxy-1,3,4,5-tetrahydro-benzo[c]azepin-2-yl]-phenyl-acetic acid), N1=CC=C(C=C1)CN (4-picolylamine). Product: COC=1C=C(CC2N(CCCC3=C2C=C(C(=C3)OC)OC)C(C(=O)NCC3=CC=NC=C3)C3=CC=CC=C3)C=CC1OC (2-[1-(3,4-Dimethoxy-benzyl)-7,8-dimethoxy-1,3,4,5-tetrahydro-benzo[c]azepin-2-yl]-2-phenyl-N-pyridin-4-ylmethyl-acetamide). RXN SMILES: [CH3:1][O:2][C:3]1[CH:4]=[C:5]([CH:32]=[CH:33][C:34]=1[O:35][CH3:36])[CH2:6][CH:7]1[C:13]2[CH:14]=[C:15]([O:20][CH3:21])[C:16]([O:18][CH3:19])=[CH:17][C:12]=2[CH2:11][CH2:10][CH2:9][N:8]1[CH:22]([C:26]1[CH:31]=[CH:30][CH:29]=[CH:28][CH:27]=1)[C:23](O)=[O:24].[N:37]1[CH:42]=[CH:41][C:40]([CH2:43][NH2:44])=[CH:39][CH:38]=1>>[CH3:1][O:2][C:3]1[CH:4]=[C:5]([CH:32]=[CH:33][C:34]=1[O:35][CH3:36])[CH2:6][CH:7]1[C:13]2[CH:14]=[C:15]([O:20][CH3:21])[C:16]([O:18][CH3:19])=[CH:17][C:12]=2[CH2:11][CH2:10][CH2:9][N:8]1[CH:22]([C:26]1[CH:27]=[CH:28][CH:29]=[CH:30][CH:31]=1)[C:23]([NH:44][CH2:43][C:40]1[CH:41]=[CH:42][N:37]=[CH:38][CH:39]=1)=[O:24]. Procedure: prepared by reaction of [1-(3,4-dimethoxy-benzyl)-7,8-dimethoxy-1,3,4,5-tetrahydro-benzo[c]azepin-2-yl]-phenyl-acetic acid with 4-picolylamine. Reactants: [Si](C1=CC=CC=C1)(C1=CC=CC=C1)(C(C)(C)C)O[C@H]1C[C@H](CCC1)COC(C(=O)OC(C)(C)C)(C)C (tert-butyl 2-[cis-3-(tert-butyldiphenylsilanyloxy)cyclohexylmethoxy]-2-methylpropionate), [F-].C(CCC)[N+](CCCC)(CCCC)CCCC (tetrabutylammonium fluoride). Solvent: C(C)#N (acetonitrile). Reaction conditions: temperature 60 celsius, time 2 hour. Product: O[C@H]1C[C@H](CCC1)COC(C(=O)OC(C)(C)C)(C)C (tert-Butyl 2-(cis-3-hydroxycyclohexylmethoxy)-2-methylpropionate). RXN SMILES: [Si]([O:18][C@@H:19]1[CH2:24][CH2:23][CH2:22][C@H:21]([CH2:25][O:26][C:27]([CH3:36])([CH3:35])[C:28]([O:30][C:31]([CH3:34])([CH3:33])[CH3:32])=[O:29])[CH2:20]1)(C(C)(C)C)(C1C=CC=CC=1)C1C=CC=CC=1.[F-].C([N+](CCCC)(CCCC)CCCC)CCC>C(#N)C>[OH:18][C@@H:19]1[CH2:24][CH2:23][CH2:22][C@H:21]([CH2:25][O:26][C:27]([CH3:36])([CH3:35])[C:28]([O:30][C:31]([CH3:34])([CH3:33])[CH3:32])=[O:29])[CH2:20]1 |f:1.2|. Reported procedure: 16 g of tert-butyl 2-[cis-3-(tert-butyldiphenylsilanyloxy)cyclohexylmethoxy]-2-methylpropionate are dissolved in 100 ml of acetonitrile, and 62 ml of tetrabutylammonium fluoride (1 N solution in tetrahydrofuran) are added. After 2 h of stirring at 60° C., the reaction has ended and the mixture is concentrated under reduced pressure. The residue is extracted from water/ethyl acetate. The combined org. phases are extracted with saturated sodium chloride solution and dried over magnesium sulfate, a... Starting materials: CC1=C(C(CCC1)(C)C)CCC(C)=O (4-(2,6,6-trimethyl-cyclohex-1-enyl)-butan-2-one), S(=O)(=O)([O-])[O-].[Na+].[Na+] (sodium sulfate), NCCCO (3-amino-1-propanol). The solvent is CO (methanol). Reaction conditions: time 24 hour. Product: CC1(OCCCN1)CCC1=C(CCCC1(C)C)C (2-Methyl-2-[2-(2,6,6-trimethyl-cyclohex-1-enyl)-ethyl]-[1,3]oxazinane). Reaction SMILES: [CH3:1][C:2]1[CH2:7][CH2:6][CH2:5][C:4]([CH3:9])([CH3:8])[C:3]=1[CH2:10][CH2:11][C:12](=[O:14])[CH3:13].S([O-])([O-])(=O)=O.[Na+].[Na+].[NH2:22][CH2:23][CH2:24][CH2:25]O>CO>[CH3:13][C:12]1([CH2:11][CH2:10][C:3]2[C:4]([CH3:8])([CH3:9])[CH2:5][CH2:6][CH2:7][C:2]=2[CH3:1])[NH:22][CH2:23][CH2:24][CH2:25][O:14]1 |f:1.2.3|. Reported procedure: To a 0° C. stirred solution of 4-(2,6,6-trimethyl-cyclohex-1-enyl)-butan-2-one (25.2 g, 0.13 mol) and sodium sulfate (20 g) in 80 mL of methanol is added 3-amino-1-propanol (10 g, 0.13 mol). The reaction is allowed to warm to room temperature. After stirring for 24 h the mixture is cooled to 0° C. and the solids are removed via vacuum filtration through Celite. Evaporation of the solvent gives a clear yellow oil. The reactants are C(N)(OCC1C2=C(C=C(C=C2N2CC3NC3C1(O2)O)C=O)O)=O (4-formyl-6,9-dihydroxy-14-oxa-1,11-diazatetracyclo[7.4.1.02,7.010,12 ]tetradeca-2,4,6-trien-8-ylmethyl carbamate). The reagents and catalysts are [Pd] (palladium on carbon). Solvent: [H][H] (hydrogen), CO (methanol). Product: C(N)(OCC1C2=C(C=C(C=C2N2CC3NC3C1(O2)O)CO)O)=O (6,9-dihydroxy-4-hydroxymethyl-14-oxa-1,11-diazatetracyclo[7.4.1.02,7.010,12 ]tetradeca-2,4,6-trien-8-ylmethyl carbamate). Yield: 74.5%. As a reaction SMILES: [C:1](=[O:23])([O:3][CH2:4][CH:5]1[C:17]2([OH:19])[O:18][N:12]([CH2:13][CH:14]3[CH:16]2[NH:15]3)[C:11]2[C:6]1=[C:7]([OH:22])[CH:8]=[C:9]([CH:20]=[O:21])[CH:10]=2)[NH2:2]>CO.[Pd].[H][H]>[C:1](=[O:23])([O:3][CH2:4][CH:5]1[C:17]2([OH:19])[O:18][N:12]([CH2:13][CH:14]3[CH:16]2[NH:15]3)[C:11]2[C:6]1=[C:7]([OH:22])[CH:8]=[C:9]([CH2:20][OH:21])[CH:10]=2)[NH2:2]. Procedure details: A solution of 4-formyl-6,9-dihydroxy-14-oxa-1,11-diazatetracyclo[7.4.1.02,7.010,12 ]tetradeca-2,4,6-trien-8-ylmethyl carbamate (140 mg) in methanol (10 ml) was subjected to catalytic reduction for 120 minutes using 10% palladium on carbon in hydrogen gas under atmospheric pressure at room temperature. The reaction mixture was filtered and the filtrate was evaporated to dryness in vacuo to give 6,9-dihydroxy-4-hydroxymethyl-14-oxa-1,11-diazatetracyclo[7.4.1.02,7.010,12 ]tetradeca-2,4,6-trien-8-yl... Reactants: C1(CCCC1)OC=1C=C(C(=O)Cl)C=CC1OC (3-cyclopentyloxy-4-methoxybenzoyl chloride), N (ammonia). Conditions: time 2 hour. Product: C1(CCCC1)OC=1C=C(C(=O)N)C=CC1OC (3-cyclopentyloxy-4-methoxy-benzamide). Reaction SMILES: [CH:1]1([O:6][C:7]2[CH:8]=[C:9]([CH:13]=[CH:14][C:15]=2[O:16][CH3:17])[C:10](Cl)=[O:11])[CH2:5][CH2:4][CH2:3][CH2:2]1.[NH3:18]>>[CH:1]1([O:6][C:7]2[CH:8]=[C:9]([CH:13]=[CH:14][C:15]=2[O:16][CH3:17])[C:10]([NH2:18])=[O:11])[CH2:5][CH2:4][CH2:3][CH2:2]1. Procedure: Vigorously stirred aqueous ammonia solution (70 mL; 32% w/w) is treated dropwise with warm molten 3-cyclopentyloxy-4-methoxybenzoyl chloride (25.7 g) during a period of 20 minutes, keeping the temperature below 20° C. Stirring is continued at 20° C. for 2 hours, and then the suspension is filtered. The resulting solid is washed with water until free of ammonia, and is then dried under vacuum at 40°-45° C., to give 3-cyclopentyloxy-4-methoxy-benzamide (21.78 g), in the form of a buff solid.